From a dataset of the Open Reaction Database (ORD), a public repository of structured organic reaction records. describe an organic reaction: reactants, conditions, products, and yield The reactants are C(C)(C)(C)OC(=O)N1CCC(CC1)(C(=O)OCC)CC1=CC(=CC=C1)[N+](=O)[O-] (Ethyl N-tert-butoxycarbonyl-4-(3-nitrobenzyl)piperidine-4-carboxylate), CS(=O)(=O)Cl (methanesulfonyl chloride). Reagents/catalysts: [Pd] (palladium on charcoal). Run in C(C)O (ethanol). Conditions: temperature 60 celsius. Yields the product C(C)(C)(C)OC(=O)N1CCC(CC1)(C(=O)OCC)CC1=CC(=CC=C1)NS(=O)(=O)C (Ethyl N-tert-butoxycarbonyl-4-(3-methane-sulfonylaminobenzyl)piperidine-4-carboxylate). RXN SMILES: [C:1]([O:5][C:6]([N:8]1[CH2:13][CH2:12][C:11]([CH2:19][C:20]2[CH:25]=[CH:24][CH:23]=[C:22]([N+:26]([O-])=O)[CH:21]=2)([C:14]([O:16][CH2:17][CH3:18])=[O:15])[CH2:10][CH2:9]1)=[O:7])([CH3:4])([CH3:3])[CH3:2].[CH3:29][S:30](Cl)(=[O:32])=[O:31]>[Pd].C(O)C>[C:1]([O:5][C:6]([N:8]1[CH2:13][CH2:12][C:11]([CH2:19][C:20]2[CH:25]=[CH:24][CH:23]=[C:22]([NH:26][S:30]([CH3:29])(=[O:32])=[O:31])[CH:21]=2)([C:14]([O:16][CH2:17][CH3:18])=[O:15])[CH2:10][CH2:9]1)=[O:7])([CH3:4])([CH3:3])[CH3:2]. Procedure: A mixture of ethyl N-tert-butoxycarbonyl-4-(3-nitrobenzyl)-piperidine-4-carboxylate (0.85 g, 2.17 mmol; Example 69, Step A) and 5% palladium on charcoal (0.06 g) in ethanol (100 mL) was hydrogenated at room temp. at 50 psi overnight. The resultant mixture was filtered through a plug of Celite, and the filtrate was concentrated under vacuum. The residue was dissolved in pyridine (5 mL), treated with methanesulfonyl chloride (0.24 mL, 3.2 mmol), and heated at 60° C. for 3 h. The product mixture wa... Reactants: C=Cc1cc(N2CC3CCN(C(=O)OC(C)(C)C)C3C2)cnc1Br, ClCCl, O=C(O)C(F)(F)F. Yields the product C=Cc1cc(N2CC3CCNC3C2)cnc1Br. RXN SMILES: [Br:1][c:2]1[c:3]([CH:23]=[CH2:24])[cH:4][c:5]([N:8]2[CH2:9][CH:10]3[N:11]([C:16]([O:17][C:18]([CH3:19])([CH3:20])[CH3:21])=[O:22])[CH2:12][CH2:13][CH:14]3[CH2:15]2)[cH:6][n:7]1.[Cl:32][CH2:33][Cl:34].[OH:25][C:26]([C:27]([F:28])([F:29])[F:30])=[O:31]>>[Br:1][c:2]1[c:3]([CH:23]=[CH2:24])[cH:4][c:5]([N:8]2[CH2:9][CH:10]3[NH:11][CH2:12][CH2:13][CH:14]3[CH2:15]2)[cH:6][n:7]1. The reactants are O1COC2=C1C=CC(=C2)CCC(=O)N2CC1C(C1C2)(C)C=2C=C(C=CC2)NS(=O)(=O)C (N-(3-{3-[3-(1,3-benzodioxol-5-yl)propanoyl]-6-methyl-3-azabicyclo[3.1.0]hex-6-yl}phenyl)methanesulfonamide), [H-].[Al+3].[Li+].[H-].[H-].[H-] (lithium aluminium hydride), O (water), C(O)([O-])=O.[Na+] (sodium hydrogen carbonate). Solvent: O1CCCC1 (tetrahydrofuran), C(C)(=O)OCC (ethyl acetate). Run at time 3 hour. Yields the product O1COC2=C1C=CC(=C2)CCCN2CC1C(C1C2)(C)C=2C=C(C=CC2)NS(=O)(=O)C (N-(3-{3-[3-(1,3-Benzodioxol-5-yl)propyl]-6-methyl-3-azabicyclo[3.1.0]hex-6-yl}phenyl)methanesulfonamide). Yield: 33.9%. As a reaction SMILES: [O:1]1[C:5]2[CH:6]=[CH:7][C:8]([CH2:10][CH2:11][C:12]([N:14]3[CH2:19][CH:18]4[CH:16]([C:17]4([C:21]4[CH:22]=[C:23]([NH:27][S:28]([CH3:31])(=[O:30])=[O:29])[CH:24]=[CH:25][CH:26]=4)[CH3:20])[CH2:15]3)=O)=[CH:9][C:4]=2[O:3][CH2:2]1.[H-].[Al+3].[Li+].[H-].[H-].[H-].O.C(=O)([O-])O.[Na+]>O1CCCC1.C(OCC)(=O)C>[O:1]1[C:5]2[CH:6]=[CH:7][C:8]([CH2:10][CH2:11][CH2:12][N:14]3[CH2:19][CH:18]4[CH:16]([C:17]4([C:21]4[CH:22]=[C:23]([NH:27][S:28]([CH3:31])(=[O:30])=[O:29])[CH:24]=[CH:25][CH:26]=4)[CH3:20])[CH2:15]3)=[CH:9][C:4]=2[O:3][CH2:2]1 |f:1.2.3.4.5.6,8.9|. Procedure details: To a solution of N-(3-{3-[3-(1,3-benzodioxol-5-yl)propanoyl]-6-methyl-3-azabicyclo[3.1.0]hex-6-yl}phenyl)methanesulfonamide (Preparation 120, 96 mg, 0.22 mmol) in anhydrous tetrahydrofuran (2 ml) under a nitrogen atmosphere at 0° C. was added dropwise lithium aluminium hydride (1.0M solution in tetrahydrofuran, 0.44 ml, 0.44 mmol) and the mixture was stirred at room temperature for 3 h. The rapidly stirred reaction mixture was treated sequentially with water (0.44 ml), sodium hydrogen carbonate ... Starting materials: OC1=C(C=C(C(=O)O)C=C1)OC (4-hydroxy-3-methoxybenzoic acid), C(C=C)O (allyl alcohol). Solvent: S(O)(O)(=O)=O (sulfuric acid). The product is OC1=C(C=C(C(=O)OCC=C)C=C1)OC (allyl 4-hydroxy-3-methoxybenzoate). The yield is 75.0%. RXN SMILES: [OH:1][C:2]1[CH:10]=[CH:9][C:5]([C:6]([OH:8])=[O:7])=[CH:4][C:3]=1[O:11][CH3:12].[CH2:13](O)[CH:14]=[CH2:15]>S(=O)(=O)(O)O>[OH:1][C:2]1[CH:10]=[CH:9][C:5]([C:6]([O:8][CH2:15][CH:14]=[CH2:13])=[O:7])=[CH:4][C:3]=1[O:11][CH3:12]. Reported procedure: In a manner analogous to Example 1(a), 5 g (30 mmoles) of 4-hydroxy-3-methoxybenzoic acid treated at 100° C. for 4 hours with 50 ml of allyl alcohol and 820 μl of concentrated sulfuric acid, give 4.65 g (75% yield) of the expected ester in the form of a slightly yellow oil. Reagents/catalysts: CC(=O)[O-].CC(=O)[O-].[Pd+2] (Pd(OAc)2). Product: C1(CC1)C1=NC=CC=C1C#N (2-cyclopropyl-3-cyano-pyridine). As a reaction SMILES: Cl[C:2]1[C:7]([C:8]#[N:9])=[CH:6][CH:5]=[CH:4][N:3]=1.[CH:10]1(B(O)O)[CH2:12][CH2:11]1.C1(P(C2CCCCC2)C2CCCCC2)CCCCC1.[O-]P([O-])([O-])=O.[K+].[K+].[K+]>C1(C)C=CC=CC=1.CC([O-])=O.CC([O-])=O.[Pd+2].O>[CH:10]1([C:2]2[C:7]([C:8]#[N:9])=[CH:6][CH:5]=[CH:4][N:3]=2)[CH2:12][CH2:11]1 |f:3.4.5.6,8.9.10|. Reactants: ClC1=NC=CC=C1C#N (2-Chloro-3-cyano-pyridine), [O-]P(=O)([O-])[O-].[K+].[K+].[K+] (K3PO4), C1(CC1)B(O)O (cyclopropylboronic acid), C1(CCCCC1)P(C1CCCCC1)C1CCCCC1 (tricyclohexylphosphine). Procedure: 2-Chloro-3-cyano-pyridine (9.69 g, 70.0 mmol), cyclopropylboronic acid (7.21 g, 84.0 mmol), Pd(OAc)2 (875 mg, 3.50 mmol), tricyclohexylphosphine (1.96 g, 7.00 mmol), and K3PO4 (44.5 g, 210 mmol) were suspended in toluene (280 ml) and H2O (14 ml) and heated at 100° C. for 5 h. The reaction mixture was dried over MgSO4 and the mixture was filtered through Celite, the filtrate was concentrated under reduced pressure. The resulting residue was purified by silica gel column chromatography (hexane/EtO... The solvent is C1(=CC=CC=C1)C (toluene), O (H2O). Starting materials: ClC(Cl)Cl, [Cu], [Na+], [OH-], NS(=O)(=O)c1cc2cc(C(=O)O)cnc2o1, c1ccc2ncccc2c1. Yields the product NS(=O)(=O)c1cc2cccnc2o1. As a reaction SMILES: [CH:17]([Cl:18])([Cl:19])[Cl:20].[Cu:33].[Na+:22].[OH-:21].[S:1]([NH2:2])(=[O:3])(=[O:4])[c:5]1[cH:6][c:7]2[c:8]([n:9][cH:10][c:11]([C:13]([OH:14])=[O:15])[cH:12]2)[o:16]1.[cH:23]1[cH:24][c:25]2[c:26]([n:27][cH:28][cH:29][cH:30]2)[cH:31][cH:32]1>>[S:1]([NH2:2])(=[O:3])(=[O:4])[c:5]1[cH:6][c:7]2[c:8]([n:9][cH:10][cH:11][cH:12]2)[o:16]1. Starting materials: O (water), [N+](=O)(O)[O-] (nitric acid), C(C)(=O)O (acetic acid), C(CCC)(=O)C=1C(CC(CC1O)C1=C(C(=CC2=CC=CC=C12)C)C)=O (2-butyryl-5-(2,3-dimethylnaphth-1-yl)-3-hydroxy cyclohex-2-en-1-one). Solvent: C(C)(=O)OC(C)=O (acetic anhydride), C(C)(=O)OC(C)=O (acetic anhydride). Conditions: temperature 50 celsius, time 10 minute. The product is C(CCC)(=O)C=1C(CC(CC1O)C1=C(C(=C(C2=CC=CC=C12)[N+](=O)[O-])C)C)=O (2-butyryl-3-hydroxy-5-(2,3-dimethyl-4-nitronapth-1-yl)cyclohex-2-en-1-one). Reaction SMILES: [N+:1]([O-:4])(O)=[O:2].C(O)(=O)C.[C:9]([C:14]1[C:15](=[O:33])[CH2:16][CH:17]([C:21]2[C:30]3[C:25](=[CH:26][CH:27]=[CH:28][CH:29]=3)[CH:24]=[C:23]([CH3:31])[C:22]=2[CH3:32])[CH2:18][C:19]=1[OH:20])(=[O:13])[CH2:10][CH2:11][CH3:12].O>C(OC(=O)C)(=O)C>[C:9]([C:14]1[C:19](=[O:20])[CH2:18][CH:17]([C:21]2[C:30]3[C:25](=[CH:26][CH:27]=[CH:28][CH:29]=3)[C:24]([N+:1]([O-:4])=[O:2])=[C:23]([CH3:31])[C:22]=2[CH3:32])[CH2:16][C:15]=1[OH:33])(=[O:13])[CH2:10][CH2:11][CH3:12]. Procedure details: A mixture of fuming nitric acid (0.42), glacial acetic acid (0.27 g) and acetic anhydride (0.27 g) was added dropwise to a solution of 2-butyryl-5-(2,3-dimethylnaphth-1-yl)-3-hydroxy cyclohex-2-en-1-one (1.5 g) in acetic anhydride (8 ml) at 0° C. The mixture was stirred for 1 hr at 5°-10° C. and at 50° C. for 10 min. The cooled mixture was poured into water (150 ml) which was subsequently extracted with ether. The organic fraction was washed successively with a saturated sodium bicarbonate solut... Starting materials: NC1=CC2=C(OC(O2)(F)F)C=C1 (5-amino-2,2-difluorobenzo-1,3-dioxole), C(C#C)Br (propargyl bromide). The solvent is C1(=CC=CC=C1)C (toluene). Conditions: temperature 80 celsius. The product is FC1(OC2=C(O1)C=CC(=C2)NCC#C)F (N-(2,2-difluoro-1,3-benzodioxol-5-yl)-N-prop-2-ynylamine). As a reaction SMILES: [NH2:1][C:2]1[CH:12]=[CH:11][C:5]2[O:6][C:7]([F:10])([F:9])[O:8][C:4]=2[CH:3]=1.[CH2:13](Br)[C:14]#[CH:15]>C1(C)C=CC=CC=1>[F:9][C:7]1([F:10])[O:6][C:5]2[CH:11]=[CH:12][C:2]([NH:1][CH2:15][C:14]#[CH:13])=[CH:3][C:4]=2[O:8]1. Reported procedure: To a stirred solution of 5-amino-2,2-difluorobenzo-1,3-dioxole (2.8 g, 16.17 mmol) in 25 mL of anhydrous toluene was dropwise added propargyl bromide (0.99 mL, 11 mmol). The mixture was heated to 80° C. overnight after which it was allowed to cool to ambient temperature and filtered. The filtrate was concentrated under reduced pressure and purified by column chromatography using DCM as eluant to provide the titled compound. 1H NMR (CDCl3) δ ppm 2.22 (1H), 3.85 (2H), 6.30-6.85 (3H); MS (ESI) 212 ...